This data is from the Open Reaction Database (ORD), a public repository of structured organic reaction records. The task is: describe an organic reaction: reactants, conditions, products, and yield Starting materials: C(C1=CC=CC=C1)O[C@H]1[C@@H](OC)O[C@@H]([C@H]([C@@H]1OCC1=CC=CC=C1)O)COCC1=CC=CC=C1 (methyl 2,3,6-tri-O-benzyl-α-D-glucopyranoside), 2,3,6-tri-O-benzyl 1,4-dideoxy-4-acetyloxymethyl-D-glucopyranosyl chloride, CCOCC (ether). The reagents and catalysts are Cl(=O)(=O)(=O)[O-].[Ag+] (silver perchlorate). Reaction conditions: temperature -30 celsius, time 15 minute. Product: C(C1=CC=CC=C1)O[C@H]1[C@H](O[C@@H]([C@H]([C@@H]1OCC1=CC=CC=C1)COC(C)=O)COCC1=CC=CC=C1)O[C@H]1[C@@H]([C@H]([C@@H](OC)O[C@@H]1COCC1=CC=CC=C1)OCC1=CC=CC=C1)OCC1=CC=CC=C1 (methyl 4-O-(2,3,6-tri-O-benzyl-4-deoxy-4-acetyloxymethyl-α-D-glucopyranosyl)-2,3,6-tri-O-benzyl-α-D-glucopyranoside). Reaction SMILES: [CH2:1]([O:8][C@@H:9]1[C@@H:16]([O:17][CH2:18][C:19]2[CH:24]=[CH:23][CH:22]=[CH:21][CH:20]=2)[C@H:15]([OH:25])[C@@H:14]([CH2:26][O:27][CH2:28][C:29]2[CH:34]=[CH:33][CH:32]=[CH:31][CH:30]=2)[O:13][C@@H:10]1[O:11][CH3:12])[C:2]1[CH:7]=[CH:6][CH:5]=[CH:4][CH:3]=1.[CH3:35][CH2:36][O:37][CH2:38][CH3:39]>Cl([O-])(=O)(=O)=O.[Ag+]>[CH2:36]([O:37][C@@H:38]1[C@@H:36]([O:37][CH2:38][C:39]2[CH:4]=[CH:3][CH:2]=[CH:7][CH:6]=2)[C@H:35]([CH2:12][O:11][C:10](=[O:13])[CH3:9])[C@@H:15]([CH2:16][O:17][CH2:18][C:19]2[CH:20]=[CH:21][CH:22]=[CH:23][CH:24]=2)[O:25][C@@H:39]1[O:25][C@@H:15]1[C@@H:14]([CH2:26][O:27][CH2:28][C:29]2[CH:30]=[CH:31][CH:32]=[CH:33][CH:34]=2)[O:13][C@H:10]([O:11][CH3:12])[C@H:9]([O:8][CH2:1][C:2]2[CH:3]=[CH:4][CH:5]=[CH:6][CH:7]=2)[C@H:16]1[O:17][CH2:18][C:19]1[CH:20]=[CH:21][CH:22]=[CH:23][CH:24]=1)[C:35]1[CH:31]=[CH:30][CH:29]=[CH:34][CH:33]=1 |f:2.3|. Procedure details: Ethereal silver perchlorate (0.08 M, 9.58 mL, 7.67 mmol) is added with stirring at -30° C. to a solution of methyl 2,3,6-tri-O-benzyl-α-D-glucopyranoside (2.592 g, 5.59 mmol), 2,3,6-tri-O-benzyl 1,4-dideoxy-4-acetyloxymethyl-D-glucopyranosyl chloride (3.661 g, 6.98 mmol) in ether (20 mL). The mixture is stirred 15 min at -30° C. and silver chloride precipitated. The mixture is filtered through a celite pad, the solids are washed with ether, the filtrate is concentrated under reduced pressure. Th... The reactants are C(=O)C=1C=NC=CC1C=1C=C(C#N)C=CC1 (3-(3-formyl-pyridin-4-yl)-benzonitrile), C(C)(C)(C)C1=CC=C(C=C1)[Mg]Br (4-tert-butylphenylmagnesium bromide). Solvent: C1CCOC1 (THF), C1CCOC1 (THF). The product is C(C)(C)(C)C1=CC=C(C=C1)C(C=1C=NC=CC1C=1C=C(C#N)C=CC1)O (3-{3-[(4-tert-butyl-phenyl)-hydroxy-methyl]-pyridin-4-yl}-benzonitrile). RXN SMILES: [CH:1]([C:3]1[CH:4]=[N:5][CH:6]=[CH:7][C:8]=1[C:9]1[CH:10]=[C:11]([CH:14]=[CH:15][CH:16]=1)[C:12]#[N:13])=[O:2].[C:17]([C:21]1[CH:26]=[CH:25][C:24]([Mg]Br)=[CH:23][CH:22]=1)([CH3:20])([CH3:19])[CH3:18]>C1COCC1>[C:17]([C:21]1[CH:26]=[CH:25][C:24]([CH:1]([OH:2])[C:3]2[CH:4]=[N:5][CH:6]=[CH:7][C:8]=2[C:9]2[CH:10]=[C:11]([CH:14]=[CH:15][CH:16]=2)[C:12]#[N:13])=[CH:23][CH:22]=1)([CH3:20])([CH3:19])[CH3:18]. Procedure details: To a solution of 3-(3-formyl-pyridin-4-yl)-benzonitrile (30 mg, 0.15 mmol) in THF (1.5 mL) at −78° C. was added 2.0 M 4-tert-butylphenylmagnesium bromide in THF (0.15 mL). The reaction mixture was quenched with ammonium chloride and extracted with ethyl acetate. The organic layer was dried over sodium sulfate, concentrated, and the residue purified by flash chromatography eluted with 5% methanol in dichloromethane to yield 3-{3-[(4-tert-butyl-phenyl)-hydroxy-methyl]-pyridin-4-yl}-benzonitrile as... Reactants: intermediate 52, ester, methyl ester, C(=O)(C(F)(F)F)O (TFA), [OH-].[Na+] (NaOH), COC([C@@H](NC(=O)OC(C)(C)C)CC1=CC=C(C=C1)O)=O (N-(Boc)-L-Tyrosine methyl ester), C(C)C1=C(N=C(O1)C1=CC=C(C=C1)F)CO ([5-ethyl-2-(4-fluorophenyl)-1,3-oxazol-4-yl]methanol), C(=O)(C(F)(F)F)O (TFA), intermediate 63. The solvent is O (water). The product is N[C@H](C(=O)O)CC1=CC=C(C=C1)OCC=1N=C(OC1CC)C1=CC=C(C=C1)F ((2S)-2-amino-3-(4-{[5-ethyl-2-(4-fluorophenyl)-1,3-oxazol4-yl]methoxy}phenyl)propanoic acid). Yield: 80.7%. Reaction SMILES: C[O:2][C:3](=[O:21])[C@H:4]([CH2:13][C:14]1[CH:19]=[CH:18][C:17]([OH:20])=[CH:16][CH:15]=1)[NH:5]C(OC(C)(C)C)=O.[CH2:22]([C:24]1[O:28][C:27]([C:29]2[CH:34]=[CH:33][C:32]([F:35])=[CH:31][CH:30]=2)=[N:26][C:25]=1[CH2:36]O)[CH3:23].C(O)(C(F)(F)F)=O.[OH-].[Na+]>O>[NH2:5][C@@H:4]([CH2:13][C:14]1[CH:15]=[CH:16][C:17]([O:20][CH2:36][C:25]2[N:26]=[C:27]([C:29]3[CH:30]=[CH:31][C:32]([F:35])=[CH:33][CH:34]=3)[O:28][C:24]=2[CH2:22][CH3:23])=[CH:18][CH:19]=1)[C:3]([OH:2])=[O:21] |f:3.4|. Reported procedure: Intermediate 63 was prepared as described above for the preparation of intermediate 52. From 962 mg of N-(Boc)-L-Tyrosine methyl ester and 720 mg of Intermediate 10D was prepared 1.32 g of BOC-protected intermediate methyl ester (81% yield; 1H NMR (CDCl3, 300 MHz) δ8.07-8.03 (m, 2H), 7.19-7.13 (m, 2H), 7.08 (d, 2H, J=8.4), 6.97 (d, 2H, J=8.4), 4.99-4.97 (m, 3H), 4.58-4.57 (m, 1H), 3.74 (s, 3H), 3.09-3.03 (m, 2H), 2.82 (q, 2H. J=7.5), 1.59 (s, 9H), 1.30 (t, 3H, J=7.5); From 1.31 g of BOC-protecte... Starting materials: C(C1=CC=CC=C1)N1CC2(CC2)OC2=C1C=C(C=C2)CC=2C=C(C=CC2Cl)C2(O[C@@H]([C@H]([C@@H]([C@H]2O)O)O)CO)OC ((3R,4S,5S,6R)-2-[3-[(4-benzylspiro[3H-1,4-benzoxazine-2,1′-cyclopropane]-6-yl)methyl]-4-chloro-phenyl]-6-(hydroxymethyl)-2-methoxy-tetrahydropyran-3,4,5-triol), C(C)[SiH](CC)CC (triethylsilane), B(F)(F)F (boron trifluoride), complex. Solvent: C(C)#N.ClCCl (acetonitrile dichloromethane). Run at temperature 0 celsius, time 4 hour. The product is C(C1=CC=CC=C1)N1CC2(CC2)OC2=C1C=C(C=C2)CC=2C=C(C=CC2Cl)[C@@H]2O[C@@H]([C@H]([C@@H]([C@H]2O)O)O)CO ((2S,3R,4R,5S,6R)-2-[3-[(4-benzylspiro[3H-1,4-benzoxazine-2,1′-cyclopropane]-6-yl)methyl]-4-chloro-phenyl]-6-(hydroxymethyl)tetrahydropyran-3,4,5-triol). Yield: 92.9%. Reaction SMILES: [CH2:1]([N:8]1[C:15]2[CH:16]=[C:17]([CH2:20][C:21]3[CH:22]=[C:23]([C:28]4(OC)[C@H:33]([OH:34])[C@@H:32]([OH:35])[C@H:31]([OH:36])[C@@H:30]([CH2:37][OH:38])[O:29]4)[CH:24]=[CH:25][C:26]=3[Cl:27])[CH:18]=[CH:19][C:14]=2[O:13][C:10]2([CH2:12][CH2:11]2)[CH2:9]1)[C:2]1[CH:7]=[CH:6][CH:5]=[CH:4][CH:3]=1.C([SiH](CC)CC)C.B(F)(F)F>C(#N)C.ClCCl>[CH2:1]([N:8]1[C:15]2[CH:16]=[C:17]([CH2:20][C:21]3[CH:22]=[C:23]([C@H:28]4[C@H:33]([OH:34])[C@@H:32]([OH:35])[C@H:31]([OH:36])[C@@H:30]([CH2:37][OH:38])[O:29]4)[CH:24]=[CH:25][C:26]=3[Cl:27])[CH:18]=[CH:19][C:14]=2[O:13][C:10]2([CH2:12][CH2:11]2)[CH2:9]1)[C:2]1[CH:3]=[CH:4][CH:5]=[CH:6][CH:7]=1 |f:3.4|. Reported procedure: To a stirred solution of (3R,4S,5S,6R)-2-[3-[(4-benzylspiro[3H-1,4-benzoxazine-2,1′-cyclopropane]-6-yl)methyl]-4-chloro-phenyl]-6-(hydroxymethyl)-2-methoxy-tetrahydropyran-3,4,5-triol (340 mg, 0.6 mmol) in acetonitrile-dichloromethane (6 mL, 1:1 mixture) was added triethylsilane (0.4 mL, 2.4 mmol) and boron trifluoride diethyletharate complex (0.15 mL, 1.2 mmol) at −5° C. After stirring for 4 h at 0° C., the reaction was quenched with saturated aq. sodium bicarbonate solution (5 mL). The volatil... The reactants are O1C(=CC=C1)C=1C2=C(N=C(N1)N)N=NN2 (7-(2-furyl)-1H-[1,2,3]triazolo[4,5-d]pyrimidine-5-amine), [H-].[Na+] (NaH), BrCC1=CC2=C(N(N=N2)C(=O)OC(C)(C)C)C=C1 (tert-butyl 5-(bromomethyl)-1H-benzotriazole-1-carboxylate), 6-bromomethyl. Run in CN(C)C=O (DMF), CN(C)C=O (DMF). Reaction conditions: time 10 minute. Yields the product NC=1N=C(C2=C(N1)N(N=N2)CC2=CC1=C(N(N=N1)C(=O)OC(C)(C)C)C=C2)C=2OC=CC2 (tert-butyl 5-(5-amino-7-(2-furyl)-3H-triazolo[4,5-d]pyrimidin-3-yl)methyl-1H-benzotriazol-1-carboxylate). The yield is 24.0%. Reaction SMILES: [O:1]1[CH:5]=[CH:4][CH:3]=[C:2]1[C:6]1[C:7]2[NH:15][N:14]=[N:13][C:8]=2[N:9]=[C:10]([NH2:12])[N:11]=1.[H-].[Na+].Br[CH2:19][C:20]1[CH:35]=[CH:34][C:23]2[N:24]([C:27]([O:29][C:30]([CH3:33])([CH3:32])[CH3:31])=[O:28])[N:25]=[N:26][C:22]=2[CH:21]=1>CN(C=O)C>[NH2:12][C:10]1[N:11]=[C:6]([C:2]2[O:1][CH:5]=[CH:4][CH:3]=2)[C:7]2[N:15]=[N:14][N:13]([CH2:19][C:20]3[CH:35]=[CH:34][C:23]4[N:24]([C:27]([O:29][C:30]([CH3:31])([CH3:33])[CH3:32])=[O:28])[N:25]=[N:26][C:22]=4[CH:21]=3)[C:8]=2[N:9]=1 |f:1.2|. Procedure: A solution of 7-(2-furyl)-1H-[1,2,3]triazolo[4,5-d]pyrimidine-5-amine (404 mg, 2 mmol) in DMF (4 mL) was treated with NaH (60% dispersion, 80 mg, 2 mmol), stirred at room temperature for 10 min, treated with a solution of tert-butyl 5-(bromomethyl)-1H-benzotriazole-1-carboxylate (as a mixture with the 6-bromomethyl regioisomer) (624 mg, 2 mmol) in DMF (2 mL) and stirred overnight. The mixture was concentrated in vacuo and purified by chromatography [SiO2, isohexane:EtOAc (2:1)] to give tert-buty... Reactants: O=C([O-])[O-], CI, Cc1nc(-c2ccc(CC(=O)O)cc2)no1, [K+], [K+]. Product: COC(=O)Cc1ccc(-c2noc(C)n2)cc1. RXN SMILES: [C:19](=[O:20])([O-:21])[O-:22].[CH3:17][I:18].[CH3:1][c:2]1[n:3][c:4](-[c:7]2[cH:8][cH:9][c:10]([CH2:13][C:14](=[O:15])[OH:16])[cH:11][cH:12]2)[n:5][o:6]1.[K+:23].[K+:24]>>[CH3:1][c:2]1[n:3][c:4](-[c:7]2[cH:8][cH:9][c:10]([CH2:13][C:14](=[O:15])[O:16][CH3:19])[cH:11][cH:12]2)[n:5][o:6]1. The reactants are O (water), [H-].[Na+] (sodium hydride), C(C)OC(C(C)C1=CC=C(C=C1)O)=O (2-(4-hydroxyphenyl)-propanoic acid ethyl ester), C(Cl)C1CO1 (epichlorohydrin). The solvent is CN(C=O)C (dimethylformamide). Conditions: time 1 hour. Product: O1C(COC2=CC=C(C=C2)CCC(=O)OCC)C1 (2,3-Epoxy-1-[4-(2-ethoxycarbonylethyl)-phenoxy]-propane). Reaction SMILES: [H-].[Na+].C(OC(=O)[CH:7]([C:9]1[CH:14]=[CH:13][C:12]([OH:15])=[CH:11][CH:10]=1)[CH3:8])C.[CH2:17]([CH:19]1[O:21][CH2:20]1)Cl.[OH2:22]>CN(C)C=O>[O:21]1[CH2:20][CH:19]1[CH2:17][O:15][C:12]1[CH:11]=[CH:10][C:9]([CH2:7][CH2:8][C:20]([O:21][CH2:19][CH3:17])=[O:22])=[CH:14][CH:13]=1 |f:0.1|. Procedure: 3.56 g (148.5 mmol) of sodium hydride is added to 24.03 g (123.74 mmol) of 2-(4-hydroxyphenyl)-propanoic acid ethyl ester in 400 ml of dimethylformamide and stirred for 1 hour at room temperature (under nitrogen). 34.35 g (371.22 mmol) of epichlorohydrin is added and then heated for 24 hours at 70° C. It is cooled in an ice bath to 0° C. and 800 ml of water is carefully added. Then, it is extracted twice with 350 ml of ether each. The combined ether phases are washed once with 300 ml of water, d... The reactants are COC=1C=C(C=CC1OC)C(C#N)SC1=NC=CC=C1 ((3,4-Dimethoxyphenyl)(2-pyridylthio)acetonitrile), [H-].[Na+] (sodium hydride), BrCCCCCBr (1,5-dibromopentane). Solvent: CS(=O)C (dimethyl sulfoxide). The product is BrCCCCCC(C#N)(SC1=NC=CC=C1)C1=CC(=C(C=C1)OC)OC (7-Bromo-2-(3,4-dimethoxyphenyl)-2-(2-pyridylthio)heptanonitrile). The yield is 81.5%. RXN SMILES: [CH3:1][O:2][C:3]1[CH:4]=[C:5]([CH:11]([S:14][C:15]2[CH:20]=[CH:19][CH:18]=[CH:17][N:16]=2)[C:12]#[N:13])[CH:6]=[CH:7][C:8]=1[O:9][CH3:10].[H-].[Na+].[Br:23][CH2:24][CH2:25][CH2:26][CH2:27][CH2:28]Br>CS(C)=O>[Br:23][CH2:24][CH2:25][CH2:26][CH2:27][CH2:28][C:11]([C:5]1[CH:6]=[CH:7][C:8]([O:9][CH3:10])=[C:3]([O:2][CH3:1])[CH:4]=1)([S:14][C:15]1[CH:20]=[CH:19][CH:18]=[CH:17][N:16]=1)[C:12]#[N:13] |f:1.2|. Procedure: The title compound is prepared by the procedure of Example 113 using 1.3 g of product from Example 117, 0,218 g of 50% sodium hydride, 2.15 g of 1,5-dibromopentane and 16 ml of dimethyl sulfoxide to give after chromatography 1.61 g of the desired product as a yellow oil.